This data is from the Open Reaction Database (ORD), a public repository of structured organic reaction records. The task is: describe an organic reaction: reactants, conditions, products, and yield The reactants are CN1C=NC(=C1)C1=NC(=NO1)C1=CC=C(C=C1)OC(F)(F)F (5-(1-methyl-1H-imidazol-4-yl)-3-(4-(trifluoromethoxy)phenyl)-1,2,4-oxadiazole), [Li]CCCC (n-BuLi), ClC=1C=C(C=O)C=CN1 (2-chloroisonicotinaldehyde). Solvent: C1CCOC1 (THF), C1CCOC1 (THF). Conditions: temperature -78 celsius, time 30 minute. The product is ClC1=NC=CC(=C1)C(O)C=1N(C=C(N1)C1=NC(=NO1)C1=CC=C(C=C1)OC(F)(F)F)C ((2-chloropyridin-4-yl)(1-methyl-4-(3-(4-(trifluoromethoxy)phenyl)-1,2,4-oxadiazol-5-yl)-1H-imidazol-2-yl)methanol). Yield: 31.6%. As a reaction SMILES: [CH3:1][N:2]1[CH:6]=[C:5]([C:7]2[O:11][N:10]=[C:9]([C:12]3[CH:17]=[CH:16][C:15]([O:18][C:19]([F:22])([F:21])[F:20])=[CH:14][CH:13]=3)[N:8]=2)[N:4]=[CH:3]1.[Li]CCCC.[Cl:28][C:29]1[CH:30]=[C:31]([CH:34]=[CH:35][N:36]=1)[CH:32]=[O:33]>C1COCC1>[Cl:28][C:29]1[CH:30]=[C:31]([CH:32]([C:3]2[N:2]([CH3:1])[CH:6]=[C:5]([C:7]3[O:11][N:10]=[C:9]([C:12]4[CH:13]=[CH:14][C:15]([O:18][C:19]([F:20])([F:22])[F:21])=[CH:16][CH:17]=4)[N:8]=3)[N:4]=2)[OH:33])[CH:34]=[CH:35][N:36]=1. Reported procedure: To a solution of 5-(1-methyl-1H-imidazol-4-yl)-3-(4-(trifluoromethoxy)phenyl)-1,2,4-oxadiazole (500 mg, 1.61 mmol) in THF (10 mL) at −78° C., n-BuLi (2.0 mL, 3.2 mmol, 1.6 M) was added slowly. After stirred at −78° C. for 30 min, 2-chloroisonicotinaldehyde (454 mg, 3.22 mmol) in THF (5 mL) was dropwise added. The mixture was gradually warmed to 0° C., and stirred for 1 h. After quenched by water (20 mL), the mixture was extracted by EA (2×20 mL). The combined organic phases were washed by water ... Starting materials: Cl.NC(C(=O)OCC1=CC(=CC(=C1)C)C)CC1=CNC2=CC=CC=C12 (3,5-dimethylbenzyl 2-amino-3-(3-indolyl)propionate hydrochloride), ClC(=O)OC (methyl chloroformate). Product: COC(=O)NC(C(=O)OCC1=CC(=CC(=C1)C)C)CC1=CNC2=CC=CC=C12 (3,5-Dimethylbenzyl 2-methoxycarbonylamino-3-(3-indolyl)propionate). RXN SMILES: Cl.[NH2:2][CH:3]([CH2:16][C:17]1[C:25]2[C:20](=[CH:21][CH:22]=[CH:23][CH:24]=2)[NH:19][CH:18]=1)[C:4]([O:6][CH2:7][C:8]1[CH:13]=[C:12]([CH3:14])[CH:11]=[C:10]([CH3:15])[CH:9]=1)=[O:5].Cl[C:27]([O:29][CH3:30])=[O:28]>>[CH3:30][O:29][C:27]([NH:2][CH:3]([CH2:16][C:17]1[C:25]2[C:20](=[CH:21][CH:22]=[CH:23][CH:24]=2)[NH:19][CH:18]=1)[C:4]([O:6][CH2:7][C:8]1[CH:9]=[C:10]([CH3:15])[CH:11]=[C:12]([CH3:14])[CH:13]=1)=[O:5])=[O:28] |f:0.1|. Procedure details: Following the method of Example 18, 3,5-dimethylbenzyl 2-amino-3-(3-indolyl)propionate hydrochloride and methyl chloroformate gave the title compound after recrystallisation from ethyl acetate/petroleum ether, m.p. 128°-129° C. 1H NMR (360 MHz, CDCl3) δ8.04 (1H, s), 7.52 (1H, d, J=8.0 Hz), 7.32 (1H, d, J=8 Hz), 7.18 (1H, t, J=8 Hz), 7.09 (1H, t, J=8 Hz), 6.95 (1H, s), 6.83 (2H, s), 5.25 (1H, d, J=7.5 Hz), 5.00 (2H, dd, J=12 Hz), 4.73 (1H, m), 3.65 (3H, s), 3.29 (2H, d, J=5 Hz), 2.29 (6H, s). Reactants: Brc1cn2ccnc2c(Br)n1, C1COCCN1, CCO. Product: Brc1cn2ccnc2c(N2CCOCC2)n1. RXN SMILES: [Br:1][c:2]1[n:3][c:4]([Br:11])[c:5]2[n:6]([cH:7]1)[cH:8][cH:9][n:10]2.[CH2:12]1[CH2:13][O:14][CH2:15][CH2:16][NH:17]1.[CH3:18][CH2:19][OH:20]>>[Br:1][c:2]1[n:3][c:4]([N:17]2[CH2:12][CH2:13][O:14][CH2:15][CH2:16]2)[c:5]2[n:6]([cH:7]1)[cH:8][cH:9][n:10]2. Reactants: C[N+]1([O-])CCOCC1, CCC[N+](CCC)(CCC)CCC, ClCCl, O=[Ru](=O)(=O)[O-], OCc1ccc2ncccc2c1. The product is O=Cc1ccc2ncccc2c1. As a reaction SMILES: [CH3:13][N+:14]1([O-:20])[CH2:15][CH2:16][O:17][CH2:18][CH2:19]1.[CH3:24][CH2:25][CH2:26][N+:27]([CH2:28][CH2:29][CH3:30])([CH2:31][CH2:32][CH3:33])[CH2:34][CH2:35][CH3:36].[Cl:21][CH2:22][Cl:23].[O:37]=[Ru:38](=[O:39])([O-:40])=[O:41].[n:1]1[cH:2][cH:3][cH:4][c:5]2[cH:6][c:7]([CH2:11][OH:12])[cH:8][cH:9][c:10]12>>[n:1]1[cH:2][cH:3][cH:4][c:5]2[cH:6][c:7]([CH:11]=[O:12])[cH:8][cH:9][c:10]12. The reactants are O=C=Nc1ccc(Cl)cc1Cl, COC(=O)C(Cc1cccc(CO)c1)C(=O)OC. Product: COC(=O)C(Cc1cccc(COC(=O)Nc2ccc(Cl)cc2Cl)c1)C(=O)OC. Reaction SMILES: [Cl:19][c:20]1[c:21]([N:27]=[C:28]=[O:29])[cH:22][cH:23][c:24]([Cl:26])[cH:25]1.[OH:1][CH2:2][c:3]1[cH:4][c:5]([CH2:6][CH:7]([C:8](=[O:9])[O:10][CH3:11])[C:12](=[O:13])[O:14][CH3:15])[cH:16][cH:17][cH:18]1>>[O:1]([CH2:2][c:3]1[cH:4][c:5]([CH2:6][CH:7]([C:8](=[O:9])[O:10][CH3:11])[C:12](=[O:13])[O:14][CH3:15])[cH:16][cH:17][cH:18]1)[C:28]([NH:27][c:21]1[c:20]([Cl:19])[cH:25][c:24]([Cl:26])[cH:23][cH:22]1)=[O:29]. The reactants are Cc1ccccc1, O=C=Nc1ccccc1Cl, NCCCCn1ccnc1. The product is O=C(NCCCCn1ccnc1)Nc1ccccc1Cl. RXN SMILES: [CH3:21][c:22]1[cH:23][cH:24][cH:25][cH:26][cH:27]1.[Cl:1][c:2]1[c:3]([N:8]=[C:9]=[O:10])[cH:4][cH:5][cH:6][cH:7]1.[n:11]1([CH2:16][CH2:17][CH2:18][CH2:19][NH2:20])[cH:12][n:13][cH:14][cH:15]1>>[Cl:1][c:2]1[c:3]([NH:8][C:9](=[O:10])[NH:20][CH2:19][CH2:18][CH2:17][CH2:16][n:11]2[cH:12][n:13][cH:14][cH:15]2)[cH:4][cH:5][cH:6][cH:7]1. Starting materials: ClC=1C=C(C=O)C=CC1 (3-chlorobenzaldehyde), trimethylsilylnitrile, O (water), C(C)(=O)OCC (ethyl acetate), Cl (hydrochloric acid). Reagents/catalysts: [I-].[Zn+2].[I-] (zinc iodide). Product: ClC=1C=C(C(C(=O)O)O)C=CC1 (3-Chloromandelic acid). RXN SMILES: [Cl:1][C:2]1[CH:3]=[C:4]([CH:7]=[CH:8][CH:9]=1)[CH:5]=[O:6].Cl.O.[C:12]([O:15]CC)(=[O:14])C>[I-].[Zn+2].[I-]>[Cl:1][C:2]1[CH:3]=[C:4]([CH:7]=[CH:8][CH:9]=1)[CH:5]([OH:6])[C:12]([OH:15])=[O:14] |f:4.5.6|. Reported procedure: A mixture of 158 g of 3-chlorobenzaldehyde, 111.6 g of trimethylsilylnitrile and a catalytic amount of zinc iodide was heated at 90° C. for 2 hours, with stirring. The reaction mixture was ice-cooled, and 350 ml of concentrated aqueous hydrochloric acid were added to it. The resulting mixture was then heated under reflux for one hour, after which it was mixed with water and with ethyl acetate. The ethyl acetate layer was separated and mixed with a 30% w/v aqueous solution of sodium hydroxide. Th... Starting materials: C(C)(C)(C)OC(NC1=C(C=C(C=C1)C(F)(F)F)NC(CC(C1=CC(=CC=C1)C1=NC=CC=C1)=O)=O)=O ({2-[3-oxo-3-(3-pyridin-2-yl-phenyl)-propionylamino]-4-trifluoromethyl-phenyl}-carbamic acid tert-butyl ester), C(=O)(C(F)(F)F)O (TFA). The solvent is C(Cl)Cl (CH2Cl2). Product: N1=C(C=CC=C1)C=1C=C(C=CC1)C1=NC2=C(NC(C1)=O)C=C(C=C2)C(F)(F)F (4-(3-Pyridin-2-yl-phenyl)-8-trifluoromethyl-1,3-dihydro-benzo[b][1,4]diazepin-2-one), solid. As a reaction SMILES: C(OC(=O)[NH:7][C:8]1[CH:13]=[CH:12][C:11]([C:14]([F:17])([F:16])[F:15])=[CH:10][C:9]=1[NH:18][C:19](=[O:35])[CH2:20][C:21](=O)[C:22]1[CH:27]=[CH:26][CH:25]=[C:24]([C:28]2[CH:33]=[CH:32][CH:31]=[CH:30][N:29]=2)[CH:23]=1)(C)(C)C.C(O)(C(F)(F)F)=O>C(Cl)Cl>[N:29]1[CH:30]=[CH:31][CH:32]=[CH:33][C:28]=1[C:24]1[CH:23]=[C:22]([C:21]2[CH2:20][C:19](=[O:35])[NH:18][C:9]3[CH:10]=[C:11]([C:14]([F:17])([F:16])[F:15])[CH:12]=[CH:13][C:8]=3[N:7]=2)[CH:27]=[CH:26][CH:25]=1. Procedure: The title compound was prepared from {2-[3-oxo-3-(3-pyridin-2-yl-phenyl)-propionylamino]-4-trifluoromethyl-phenyl}-carbamic acid tert-butyl ester (Example M30) (275 mg, 0.551 mmol) by treatment with TFA in CH2Cl2 according to the general procedure N. Obtained as a white solid (141 mg). The reactants are CCCCOCCOc1ccc(OB([O-])[O-])cc1, CCCN1CCCC(=O)c2cc(Br)ccc21, O=C([O-])[O-], CCO, [K+], [K+], O, Cc1ccccc1. Product: CCCCOCCOc1ccc(-c2ccc3c(c2)C(=O)CCCN3CCC)cc1. As a reaction SMILES: [B:17]([O-:18])([O-:33])[O:34][c:19]1[cH:20][cH:21][c:22]([O:25][CH2:26][CH2:27][O:28][CH2:29][CH2:30][CH2:31][CH3:32])[cH:23][cH:24]1.[Br:1][c:2]1[cH:3][cH:4][c:5]2[c:6]([cH:16]1)[C:7](=[O:15])[CH2:8][CH2:9][CH2:10][N:11]2[CH2:12][CH2:13][CH3:14].[C:35](=[O:36])([O-:37])[O-:38].[CH2:42]([OH:43])[CH3:44].[K+:39].[K+:40].[OH2:41].[c:45]1([CH3:46])[cH:47][cH:48][cH:49][cH:50][cH:51]1>>[c:2]1(-[c:19]2[cH:20][cH:21][c:22]([O:25][CH2:26][CH2:27][O:28][CH2:29][CH2:30][CH2:31][CH3:32])[cH:23][cH:24]2)[cH:3][cH:4][c:5]2[c:6]([cH:16]1)[C:7](=[O:15])[CH2:8][CH2:9][CH2:10][N:11]2[CH2:12][CH2:13][CH3:14]. Reactants: C(C)(C)(C)OC(NC1=NC(=C(C=C1)Br)[N+](=O)[O-])=O ((5-Bromo-6-nitro-pyridin-2-yl)-carbamic acid tert-butyl ester), C1CCC2=NCCCN2CC1 (DBU), CI (Methyl iodide). The solvent is CN(C)C=O (DMF). Run at temperature 0 celsius, time 3 hour. The product is C(C)(C)(C)OC(N(C)C1=NC(=C(C=C1)Br)[N+](=O)[O-])=O ((5-Bromo-6-nitro-pyridin-2-yl)-methyl-carbamic acid tert-butyl ester). The yield is 35.4%. RXN SMILES: [C:1]([O:5][C:6](=[O:18])[NH:7][C:8]1[CH:13]=[CH:12][C:11]([Br:14])=[C:10]([N+:15]([O-:17])=[O:16])[N:9]=1)([CH3:4])([CH3:3])[CH3:2].[CH2:19]1CCN2C(=NCCC2)CC1.CI>CN(C=O)C>[C:1]([O:5][C:6](=[O:18])[N:7]([C:8]1[CH:13]=[CH:12][C:11]([Br:14])=[C:10]([N+:15]([O-:17])=[O:16])[N:9]=1)[CH3:19])([CH3:4])([CH3:2])[CH3:3]. Reported procedure: To a solution of (5-bromo-6-nitro-pyridin-2-yl)-carbamic acid tert-butyl ester (11) (4.2 g, 13.2 mmol) in dry DMF (21 mL), DBU (5.02 g, 33.0 mmol)! was added at 0° C. Methyl iodide (3.75 g, 26.4 mmol) was added slowly at 0° C. After stirring for 3 hours at 0° C. the reaction mixture was quenched and the product was precipitated upon addition of aqueous NaHSO4 (1M). The crude product was isolated by filtration and purified by recrystallisation from a mixture of MeCN and water to afford (5-bromo-6...